From a dataset of the Open Reaction Database (ORD), a public repository of structured organic reaction records. describe an organic reaction: reactants, conditions, products, and yield Reactants: [OH-].[K+] (Potassium hydroxide), ClC=1C=C(C=CC1OC(C)C)C1=NC(=NO1)C=1C=CC=C2C(=CNC12)CCC(=O)O (3-[7-(5-{3-chloro-4-[(1-methylethyl)oxy]phenyl}-1,2,4-oxadiazol-3-yl)-1H-indol-3-yl]propanoic acid), ICCCC (1-iodobutane). Run in CS(=O)C (dimethyl sulfoxide), C(C)(=O)OCC (ethyl acetate). Run at time 3 hour. Yields the product C(CCC)N1C=C(C2=CC=CC(=C12)C1=NOC(=N1)C1=CC(=C(C=C1)OC(C)C)Cl)CCC(=O)OCCCC (butyl 3-[1-butyl-7-(5-{3-chloro-4-[(1-methylethyl)oxy]phenyl}-1,2,4-oxadiazol-3-yl)-1H-indol-3-yl]propanoate). RXN SMILES: [OH-].[K+].[Cl:3][C:4]1[CH:5]=[C:6]([C:14]2[O:18][N:17]=[C:16]([C:19]3[CH:20]=[CH:21][CH:22]=[C:23]4[C:27]=3[NH:26][CH:25]=[C:24]4[CH2:28][CH2:29][C:30]([OH:32])=[O:31])[N:15]=2)[CH:7]=[CH:8][C:9]=1[O:10][CH:11]([CH3:13])[CH3:12].I[CH2:34][CH2:35][CH2:36][CH3:37]>CS(C)=O.C(OCC)(=O)C>[CH2:34]([N:26]1[C:27]2[C:23](=[CH:22][CH:21]=[CH:20][C:19]=2[C:16]2[N:15]=[C:14]([C:6]3[CH:7]=[CH:8][C:9]([O:10][CH:11]([CH3:12])[CH3:13])=[C:4]([Cl:3])[CH:5]=3)[O:18][N:17]=2)[C:24]([CH2:28][CH2:29][C:30]([O:32][CH2:5][CH2:4][CH2:9][CH3:8])=[O:31])=[CH:25]1)[CH2:35][CH2:36][CH3:37] |f:0.1|. Procedure details: Potassium hydroxide (65 mg) was added to a solution of 3-[7-(5-{3-chloro-4-[(1-methylethyl)oxy]phenyl}-1,2,4-oxadiazol-3-yl)-1H-indol-3-yl]propanoic acid (E1) (100 mg) and 1-iodobutane (0.2 mL) in dimethyl sulfoxide (DMSO) (1 mL). The reaction mixture was stirred at room temperature for 3 hours. The reaction mixture was diluted with ethyl acetate. The organic solution was washed with water. The organic solution was dried over sodium sulfate. After concentration, the residue was purified via colu...